From a dataset of the Open Reaction Database (ORD), a public repository of structured organic reaction records. describe an organic reaction: reactants, conditions, products, and yield Reactants: CC(C)(CC1(C(F)(F)F)CO1)c1cccc2c1OCC2, CCO, CC(N)c1ccccc1. Product: CC(NCC(O)(CC(C)(C)c1cccc2c1OCC2)C(F)(F)F)c1ccccc1. RXN SMILES: [CH3:10][C:11]([CH2:12][C:13]1([C:16]([F:17])([F:18])[F:19])[O:14][CH2:15]1)([CH3:20])[c:21]1[cH:22][cH:23][cH:24][c:25]2[c:29]1[O:28][CH2:27][CH2:26]2.[CH3:30][CH2:31][OH:32].[c:1]1([CH:7]([CH3:8])[NH2:9])[cH:2][cH:3][cH:4][cH:5][cH:6]1>>[c:1]1([CH:7]([CH3:8])[NH:9][CH2:15][C:13]([CH2:12][C:11]([CH3:10])([CH3:20])[c:21]2[cH:22][cH:23][cH:24][c:25]3[c:29]2[O:28][CH2:27][CH2:26]3)([OH:14])[C:16]([F:17])([F:18])[F:19])[cH:2][cH:3][cH:4][cH:5][cH:6]1. As a reaction SMILES: [C:1]1([CH2:7][C:8](Cl)=[O:9])[CH:6]=[CH:5][CH:4]=[CH:3][CH:2]=1.[CH:11]1([O:16][C:17]2[CH:18]=[C:19]([C:25](=[O:35])[CH2:26][C:27]3[C:32]([Cl:33])=[CH:31][N:30]=[CH:29][C:28]=3[Cl:34])[CH:20]=[CH:21][C:22]=2[O:23][CH3:24])[CH2:15][CH2:14][CH2:13][CH2:12]1>>[CH:11]1([O:16][C:17]2[CH:18]=[C:19](/[C:25](/[O:35][C:8](=[O:9])[CH2:7][C:1]3[CH:6]=[CH:5][CH:4]=[CH:3][CH:2]=3)=[CH:26]/[C:27]3[C:32]([Cl:33])=[CH:31][N:30]=[CH:29][C:28]=3[Cl:34])[CH:20]=[CH:21][C:22]=2[O:23][CH3:24])[CH2:15][CH2:14][CH2:13][CH2:12]1. Reported procedure: The compound was obtained starting from phenyl-acetyl chloride and 1-(3-cyclopentyloxy-4-methoxy-phenyl)-2-(3,5-dichloro-pyridin-4-yl)-ethanone following the procedure of Example 7. The product is C1(CCCC1)OC=1C=C(C=CC1OC)/C(=C/C1=C(C=NC=C1Cl)Cl)/OC(CC1=CC=CC=C1)=O (phenylacetic acid (Z)-1-(3-cyclopentyloxy-4-methoxy-phenyl) -2-(3,5-dichloro-pyridin-4-yl)vinyl ester). Starting materials: C1(=CC=CC=C1)CC(=O)Cl (phenyl-acetyl chloride), C1(CCCC1)OC=1C=C(C=CC1OC)C(CC1=C(C=NC=C1Cl)Cl)=O (1-(3-cyclopentyloxy-4-methoxy-phenyl)-2-(3,5-dichloro-pyridin-4-yl)-ethanone). Starting materials: C1(=CC2=C1C=CC=C2)C2=C(C=C(C=C2)C(=O)C2=CC(=C(C=C2)C2=CC1=C2C=CC=C1)[N+](=O)[O-])[N+](=O)[O-] (4-benzocyclobutenyl-3-nitrophenyl ketone), C(C)(=O)OCC (ethyl acetate), [K+].[Br-] (KBr), 3460s, C(=O)[O-].[NH4+] (ammonium formate). Reagents/catalysts: [Pd] (Pd/C). Run in CO (methanol). Run at time 3 hour. Product: C1(=CC2=C1C=CC=C2)C2=C(C=C(C=C2)C(=O)C2=CC(=C(C=C2)C2=CC1=C2C=CC=C1)N)N (4-benzocyclobutenyl-3-aminophenyl ketone). RXN SMILES: [C:1]1([C:9]2[CH:14]=[CH:13][C:12]([C:15]([C:17]3[CH:22]=[CH:21][C:20]([C:23]4[C:26]5[CH:27]=[CH:28][CH:29]=[CH:30][C:25]=5[CH:24]=4)=[C:19]([N+:31]([O-])=O)[CH:18]=3)=[O:16])=[CH:11][C:10]=2[N+:34]([O-])=O)[C:4]2[CH:5]=[CH:6][CH:7]=[CH:8][C:3]=2[CH:2]=1.C(OCC)(=O)C.C([O-])=O.[NH4+].[K+].[Br-]>[Pd].CO>[C:23]1([C:20]2[CH:21]=[CH:22][C:17]([C:15]([C:12]3[CH:13]=[CH:14][C:9]([C:1]4[C:4]5[CH:5]=[CH:6][CH:7]=[CH:8][C:3]=5[CH:2]=4)=[C:10]([NH2:34])[CH:11]=3)=[O:16])=[CH:18][C:19]=2[NH2:31])[C:26]2[CH:27]=[CH:28][CH:29]=[CH:30][C:25]=2[CH:24]=1 |f:2.3,4.5|. Reported procedure: 4-benzocyclobutenyl-3-nitrophenyl ketone (11.0 g, 43.4 mmol) was partially dissolved in a mixed solvent (30 ml of ethyl acetate and 70 ml of methanol in a 300 ml round-bottomed flask). To the suspension was added 0.95 g of 10% Pd/C followed by the addition of 13.0 g (206 mmol) of ammonium formate. The black reaction mixture was then stirred magnetically under an atmosphere of nitrogen at room temperature for about 3 hrs. The reaction mixture was then filtered through a bed of Celite and the soli... The reactants are Cl (hydrochloric acid), 25, FC1=C(C=C(C=C1)C(O)C1=CC=CC=C1)[N+](=O)[O-] (4-fluoro-3-nitro-α-phenylbenzenemethanol), O.NN (hydrazine monohydrate). Solvent: C(C)O (ethanol). Conditions: time 1.5 hour. The product is 23.8, ON1N=NC2=C1C=C(C=C2)C(O)C2=CC=CC=C2 (1-hydroxy-α-phenyl-1H-benzotriazole-6-methanol). Yield: 98.6%. RXN SMILES: F[C:2]1[CH:7]=[CH:6][C:5]([CH:8]([C:10]2[CH:15]=[CH:14][CH:13]=[CH:12][CH:11]=2)[OH:9])=[CH:4][C:3]=1[N+:16]([O-:18])=O.O.[NH2:20][NH2:21].Cl>C(O)C>[OH:18][N:16]1[C:3]2[CH:4]=[C:5]([CH:8]([C:10]3[CH:15]=[CH:14][CH:13]=[CH:12][CH:11]=3)[OH:9])[CH:6]=[CH:7][C:2]=2[N:21]=[N:20]1 |f:1.2|. Reported procedure: A mixture of 25 parts of 4-fluoro-3-nitro-α-phenylbenzenemethanol, 20 parts of hydrazine monohydrate and 80 parts of ethanol was stirred for 1.5 hours at reflux temperature. After cooling, 20 parts of a hydrochloric acid solution 10N were added. After concentration, the residue was washed twice with 50 parts of water and dissolved in a solution of 300 parts methanol (10%) in trichloromethane. The organic layer was dried, filtered and concentrated, yielding 23.8 parts (98.6%) of 1-hydroxy-α-pheny... Solvent: O1CCOCC1 (dioxane), O1CCOCC1 (dioxane). The product is C1(=CC=CC=C1)S(=O)(=O)N1C(N([C@@H](C1)C(=O)N1CCN(CC1)C1=C(C=CC(=C1)C)C)C1=NC=CC=C1)=O ((S)-1-benzenesulfonyl-4-[4-(2,5-dimethyl-phenyl)-piperazine-1-carbonyl]-3-pyridin-2-yl-imidazolidin-2-one). Starting materials: C(=O)(O)[O-].[Na+] (NaHCO3), C1(=CC=CC=C1)S(=O)(=O)N1C(N[C@@H](C1)C(=O)N1CCN(CC1)C1=C(C=CC(=C1)C)C)=O ((S)-1-benzenesulfonyl-4-[4-(2,5-dimethyl-phenyl)-piperazine-1-carbonyl]-imidazolidin-2-one), BrC1=NC=CC=C1 (2-bromopyridine), CC1(C2=CC=CC(=C2OC=2C(=CC=CC12)P(C1=CC=CC=C1)C1=CC=CC=C1)P(C1=CC=CC=C1)C1=CC=CC=C1)C (9,9-dimethyl-4,5-bis(diphenylphosphino)xanthene), C([O-])([O-])=O.[Cs+].[Cs+] (cesium carbonate). Procedure details: Under argon an oven-dried flask was charged with tris(dibenzylideneacetone)dipalladium (2.5 mg), 9,9-dimethyl-4,5-bis(diphenylphosphino)xanthene (4.7 mg), cesium carbonate (41.2 mg) and dioxane (0.75 mL). The mixture was stirred for 30 min, before a mixture of (S)-1-benzenesulfonyl-4-[4-(2,5-dimethyl-phenyl)-piperazine-1-carbonyl]-imidazolidin-2-one (example 66, step 3) (40 mg) and 2-bromopyridine (17.1 mg) in dioxane (0.75 mL) was added. The reaction mixture was heated to 100° C. for 4 hours an... As a reaction SMILES: CC1(C)C2C=CC=C(P(C3C=CC=CC=3)C3C=CC=CC=3)C=2OC2C1=CC=CC=2P(C1C=CC=CC=1)C1C=CC=CC=1.C(=O)([O-])[O-].[Cs+].[Cs+].[C:49]1([S:55]([N:58]2[CH2:62][C@@H:61]([C:63]([N:65]3[CH2:70][CH2:69][N:68]([C:71]4[CH:76]=[C:75]([CH3:77])[CH:74]=[CH:73][C:72]=4[CH3:78])[CH2:67][CH2:66]3)=[O:64])[NH:60][C:59]2=[O:79])(=[O:57])=[O:56])[CH:54]=[CH:53][CH:52]=[CH:51][CH:50]=1.Br[C:81]1[CH:86]=[CH:85][CH:84]=[CH:83][N:82]=1.C([O-])(O)=O.[Na+]>O1CCOCC1.C1C=CC(/C=C/C(/C=C/C2C=CC=CC=2)=O)=CC=1.C1C=CC(/C=C/C(/C=C/C2C=CC=CC=2)=O)=CC=1.C1C=CC(/C=C/C(/C=C/C2C=CC=CC=2)=O)=CC=1.[Pd].[Pd]>[C:49]1([S:55]([N:58]2[CH2:62][C@@H:61]([C:63]([N:65]3[CH2:66][CH2:67][N:68]([C:71]4[CH:76]=[C:75]([CH3:77])[CH:74]=[CH:73][C:72]=4[CH3:78])[CH2:69][CH2:70]3)=[O:64])[N:60]([C:81]3[CH:86]=[CH:85][CH:84]=[CH:83][N:82]=3)[C:59]2=[O:79])(=[O:57])=[O:56])[CH:54]=[CH:53][CH:52]=[CH:51][CH:50]=1 |f:1.2.3,6.7,9.10.11.12.13|. Reaction conditions: temperature 100 celsius. Reagents/catalysts: C=1C=CC(=CC1)/C=C/C(=O)/C=C/C2=CC=CC=C2.C=1C=CC(=CC1)/C=C/C(=O)/C=C/C2=CC=CC=C2.C=1C=CC(=CC1)/C=C/C(=O)/C=C/C2=CC=CC=C2.[Pd].[Pd] (tris(dibenzylideneacetone)dipalladium). Starting materials: [N-]=[N+]=[N-].[Na+] (sodium azide), [Cl-].[NH4+] (ammonium chloride), C(C)(C)(C)C=1C=C(OCCCCCCC#N)C=C(C1O)C(C)(C)C (7-(3,5-di-t-butyl-4-hydroxyphenoxy)heptanenitrile), [N-]=[N+]=[N-].[Na+] (sodium azide), [Cl-].[NH4+] (ammonium chloride), [Cl-].[Li+] (lithium chloride). The solvent is CN(C=O)C (N,N-dimethylformamide), O (water). Reaction conditions: temperature 120 celsius, time 48 hour. Product: C(C)(C)(C)C=1C=C(OCCCCCCC2=NN=NN2)C=C(C1O)C(C)(C)C (5-[6-(3,5-Di-t-Butyl-4-Hydroxyphenoxy)hexyl]tetrazole). Reaction SMILES: [C:1]([C:5]1[CH:6]=[C:7]([CH:17]=[C:18]([C:21]([CH3:24])([CH3:23])[CH3:22])[C:19]=1[OH:20])[O:8][CH2:9][CH2:10][CH2:11][CH2:12][CH2:13][CH2:14][C:15]#[N:16])([CH3:4])([CH3:3])[CH3:2].[N-:25]=[N+:26]=[N-:27].[Na+].[Cl-].[NH4+].[Cl-].[Li+]>O.CN(C)C=O>[C:1]([C:5]1[CH:6]=[C:7]([CH:17]=[C:18]([C:21]([CH3:24])([CH3:23])[CH3:22])[C:19]=1[OH:20])[O:8][CH2:9][CH2:10][CH2:11][CH2:12][CH2:13][CH2:14][C:15]1[NH:27][N:26]=[N:25][N:16]=1)([CH3:4])([CH3:3])[CH3:2] |f:1.2,3.4,5.6|. Procedure: A mixture of 4.0 g (12.1 mmole) of 7-(3,5-di-t-butyl-4-hydroxyphenoxy)heptanenitrile (from Example 3), 2.35 g (36.2 mmole) sodium azide, 1.94 g (36.2 mmole) of ammonium chloride, 0.51 g (12.1 mmole) of lithium chloride and 50 ml of N,N-dimethylformamide was heated in a stoppered flask at 120° C. for 48 hours. To this mixture was added 2.35 g (36.2 mmole) of sodium azide and 1.94 g (36.2 mmole) of ammonium chloride, and heating was continued for an additional 48 hours. The reaction mixture was po...